From a dataset of the Open Reaction Database (ORD), a public repository of structured organic reaction records. describe an organic reaction: reactants, conditions, products, and yield The reactants are C1(=CC=CC=C1)COC=1C=CC(=C2CCC(NC12)=O)OCC(CN1CCC(CC1)NC(=O)OCC(C)C)O (8-Phenylmethoxy-3,4-dihydro-5-[2-hydroxy-3-(4-(isobutoxycarbonylamino)-1-piperidyl)propoxy]carbostyril), C1(=CC=CC=C1)COC=1C=CC(=C2CCC(NC12)=O)OCC(CN1CCC(CC1)NC(=O)OCC(C)C)O (8-Phenylmethoxy-3,4-dihydro-5-[2-hydroxy-3-(4-(isobutoxycarbonylamino)-1-piperidyl)propoxy]carbostyril). Reagents/catalysts: [Pd] (Palladium). Run in C(C)O (ethanol). Run at time 48 hour. Product: OC=1C=CC(=C2CCC(NC12)=O)OCC(CN1CCC(CC1)NC(=O)OCC(C)C)O (8-hydroxy-3,4-dihydro-5-[2-hydroxy-3-(4-(isobutoxycarbonylamino)-1-piperidyl)propoxy]carbostyril). As a reaction SMILES: C1(C[O:8][C:9]2[CH:10]=[CH:11][C:12]([O:20][CH2:21][CH:22]([OH:38])[CH2:23][N:24]3[CH2:29][CH2:28][CH:27]([NH:30][C:31]([O:33][CH2:34][CH:35]([CH3:37])[CH3:36])=[O:32])[CH2:26][CH2:25]3)=[C:13]3[C:18]=2[NH:17][C:16](=[O:19])[CH2:15][CH2:14]3)C=CC=CC=1>C(O)C.[Pd]>[OH:8][C:9]1[CH:10]=[CH:11][C:12]([O:20][CH2:21][CH:22]([OH:38])[CH2:23][N:24]2[CH2:29][CH2:28][CH:27]([NH:30][C:31]([O:33][CH2:34][CH:35]([CH3:36])[CH3:37])=[O:32])[CH2:26][CH2:25]2)=[C:13]2[C:18]=1[NH:17][C:16](=[O:19])[CH2:15][CH2:14]2. Procedure details: 8-Phenylmethoxy-3,4-dihydro-5-[2-hydroxy-3-(4-(isobutoxycarbonylamino)-1-piperidyl)propoxy]carbostyril, the compound from Step A above (160 mg), was dissolved in ethanol (15 mL). Palladium (10% on carbon) was added, and the mixture was stirred under hydrogen at room temperature for 48 hours. The catalyst was removed by filtration, and the solvent evaporated to give 100 mg of crude product which was recrystallized from aqueous ethanol, yielding the title compound, 8-hydroxy-3,4-dihydro-5-[2-hydro... The reactants are CCS(=O)(=O)Cl, CC(C)CCn1c(=O)c(C2=NS(=O)(=O)c3cc(N)ccc3N2)c(O)c2cccnc21, c1ccncc1. Yields the product CCS(=O)(=O)Nc1ccc2c(c1)S(=O)(=O)N=C(c1c(O)c3cccnc3n(CCC(C)C)c1=O)N2. As a reaction SMILES: [CH2:31]([CH3:32])[S:33](=[O:34])(=[O:35])[Cl:36].[NH2:1][c:2]1[cH:3][c:4]2[c:5]([cH:29][cH:30]1)[NH:6][C:7]([c:12]1[c:13](=[O:28])[n:14]([CH2:23][CH2:24][CH:25]([CH3:26])[CH3:27])[c:15]3[n:16][cH:17][cH:18][cH:19][c:20]3[c:21]1[OH:22])=[N:8][S:9]2(=[O:10])=[O:11].[cH:37]1[cH:38][cH:39][n:40][cH:41][cH:42]1>>[NH:1]([c:2]1[cH:3][c:4]2[c:5]([cH:29][cH:30]1)[NH:6][C:7]([c:12]1[c:13](=[O:28])[n:14]([CH2:23][CH2:24][CH:25]([CH3:26])[CH3:27])[c:15]3[n:16][cH:17][cH:18][cH:19][c:20]3[c:21]1[OH:22])=[N:8][S:9]2(=[O:10])=[O:11])[S:33]([CH2:31][CH3:32])(=[O:34])=[O:35].